Dataset: the Open Reaction Database (ORD), a public repository of structured organic reaction records. Task: describe an organic reaction: reactants, conditions, products, and yield Reactants: N=[N+]=[N-] (HN3), CCOC(=O)/N=N/C(=O)OCC (diethylazodicarboxylate), C1(CC1)C=1C(=NC(=C(N1)C1=C(C=C(C=C1)Cl)Cl)C1CC1)N[C@H]1[C@H](CC2=CC=CC=C12)O ((1R,2S)-1-{[3,6-dicyclopropyl-5-(2,4-dichlorophenyl)pyrazin-2-yl]amino}-2,3-dihydro-1H-inden-2-ol), C1=CC=C(C=C1)P(C2=CC=CC=C2)C3=CC=CC=C3 (PPh3). Solvent: C1(=CC=CC=C1)C (toluene), C1(=CC=CC=C1)C (toluene), C1CCOC1 (THF). Reaction conditions: temperature 0 celsius, time 8 hour. Yields the product N(=[N+]=[N-])[C@H]1[C@@H](C2=CC=CC=C2C1)NC1=NC(=C(N=C1C1CC1)C1=C(C=C(C=C1)Cl)Cl)C1CC1 (N-[(1R,2R)-2-azido-2,3-dihydro-1H-inden-1-yl]-3,6-dicyclopropyl-5-(2,4-dichlorophenyl)pyrazin-2-amine). Yield: 98.6%. Reaction SMILES: [CH:1]1([C:4]2[C:5]([NH:21][C@@H:22]3[C:30]4[C:25](=[CH:26][CH:27]=[CH:28][CH:29]=4)[CH2:24][C@@H:23]3O)=[N:6][C:7]([CH:18]3[CH2:20][CH2:19]3)=[C:8]([C:10]3[CH:15]=[CH:14][C:13]([Cl:16])=[CH:12][C:11]=3[Cl:17])[N:9]=2)[CH2:3][CH2:2]1.C1C=CC(P(C2C=CC=CC=2)C2C=CC=CC=2)=CC=1.[NH:51]=[N+:52]=[N-:53].CCOC(/N=N/C(OCC)=O)=O>C1(C)C=CC=CC=1.C1COCC1>[N:51]([C@@H:23]1[CH2:24][C:25]2[C:30](=[CH:29][CH:28]=[CH:27][CH:26]=2)[C@H:22]1[NH:21][C:5]1[C:4]([CH:1]2[CH2:3][CH2:2]2)=[N:9][C:8]([C:10]2[CH:15]=[CH:14][C:13]([Cl:16])=[CH:12][C:11]=2[Cl:17])=[C:7]([CH:18]2[CH2:19][CH2:20]2)[N:6]=1)=[N+:52]=[N-:53]. Procedure details: To a solution of (1R,2S)-1-{[3,6-dicyclopropyl-5-(2,4-dichlorophenyl)pyrazin-2-yl]amino}-2,3-dihydro-1H-inden-2-ol (0.76 g, 1.7 mmol) in toluene (10 mL) and THF (10 mL) was added PPh3 (1.14 g, 4.57 mmol). The solution was cooled to 0° C. and HN3 (5.6 mL, 6.38 mmol) and a solution of diethylazodicarboxylate (0.69 mL, 4.37 mmol) in toluene (10 mL) were added. The reaction was stirred at rt overnight. The precipitates were removed by filtration and the filtrate was concentrated. Dissolve residue in...